Dataset: the Open Reaction Database (ORD), a public repository of structured organic reaction records. Task: describe an organic reaction: reactants, conditions, products, and yield Starting materials: IC (Iodomethane), CC(C)(C)C=1C=C(C=C(C1O)C(C)(C)C)C=C1C(NC(N1C)=S)=O (5-[[3,5-bis(1,1-dimethylethyl)-4-hydroxyphenyl]methylene]-1-methyl-2-thioxo-4-imidazolidinone), C(C)(C)N(CC)C(C)C (diisopropylethylamine). The solvent is C(C)O (ethanol), O (water). The product is CC(C)(C)C=1C=C(C=C(C1O)C(C)(C)C)C=C1C(N=C(N1C)SC)=O (5-[[3,5-Bis(1,1-dimethylethyl)-4-hydroxyphenyl]methylene]-1,5-dihydro-1-methyl-2-(methylthio)-4H-imidazol-4-one). Isolated yield 69.3%. Reaction SMILES: IC.[CH3:3][C:4]([C:7]1[CH:8]=[C:9]([CH:18]=[C:19]2[N:23]([CH3:24])[C:22](=[S:25])[NH:21][C:20]2=[O:26])[CH:10]=[C:11]([C:14]([CH3:17])([CH3:16])[CH3:15])[C:12]=1[OH:13])([CH3:6])[CH3:5].[CH:27](N(C(C)C)CC)(C)C>C(O)C.O>[CH3:6][C:4]([C:7]1[CH:8]=[C:9]([CH:18]=[C:19]2[N:23]([CH3:24])[C:22]([S:25][CH3:27])=[N:21][C:20]2=[O:26])[CH:10]=[C:11]([C:14]([CH3:15])([CH3:16])[CH3:17])[C:12]=1[OH:13])([CH3:3])[CH3:5]. Procedure: Iodomethane (1.2 mL, 19 mmols) is added to a stirred suspension of 5-[[3,5-bis(1,1-dimethylethyl)-4-hydroxyphenyl]methylene]-1-methyl-2-thioxo-4-imidazolidinone (4.0 g, 12 mmols) and diisopropylethylamine (2.4 mL, 14 mmols) in ethanol (50 ml) and the mixture is stirred under an inert atmosphere at room temperature. After 18 hours the mixture is stirred in water (300 mL) for an hour and the product is filtered off, washed three times with water, and dried. Recrystallization from ethyl acetate gav... Reactants: S(O)(O)(=O)=O (sulfuric acid), chromic anhydride, O (water), [Cr](=O)(=O)(O)O (chromic acid), C(C)OC(=O)C1CCC(CC1)O (4-ethoxycarbonylcyclohexanol). Solvent: CC(=O)C (acetone). Run at temperature 5 celsius. The product is C(C)OC(=O)C1CCCCC1 (4-ethoxycarbonylcyclohexane). The yield is 81.3%. As a reaction SMILES: [CH2:1]([O:3][C:4]([CH:6]1[CH2:11][CH2:10][CH:9](O)[CH2:8][CH2:7]1)=[O:5])[CH3:2].S(=O)(=O)(O)O.O.[Cr](O)(O)(=O)=O>CC(C)=O>[CH2:1]([O:3][C:4]([CH:6]1[CH2:11][CH2:10][CH2:9][CH2:8][CH2:7]1)=[O:5])[CH3:2]. Procedure details: In 1 liter of acetone was dissolved 110 g (0.64 mole) of the resulting 4-ethoxycarbonylcyclohexanol, and the resulting solution was cooled to 5° C. or lower on an ice bath. To this solution was added dropwise a solution containing 69 ml of sulfuric acid, 80 g (0.8 mole) of chromic anhydride and 220 ml of water while the reaction temperature was controlled so as to be 15° C. or lower. The addition was stopped at the time when three quarters of the aforesaid chromic acid solution had been added. T... The reactants are C(#N)C1=C(C=C(C=C1)N1C(N(C(C1=O)(C)C)C1=CC(=C(C(=O)N)C=C1)F)=S)C(F)(F)F (4-(3-(4-cyano-3-(trifluoromethyl)phenyl)-5,5-dimethyl-4-oxo-2-thioxoimidazolidin-1-yl)-2-fluorobenzamide), OO (H2O2). Run in C(C)O (ethanol). Yields the product C(#N)C1=C(C=C(C=C1)N1C(N(C(C1=O)(C)C)C1=CC(=C(C(=O)N)C=C1)F)=O)C(F)(F)F (4-(3-(4-cyano-3-(trifluoromethyl)phenyl)-5,5-dimethyl-2,4-dioxoimidazolidin-1-yl)-2-fluorobenzamide). RXN SMILES: [C:1]([C:3]1[CH:8]=[CH:7][C:6]([N:9]2[C:13](=[O:14])[C:12]([CH3:16])([CH3:15])[N:11]([C:17]3[CH:25]=[CH:24][C:20]([C:21]([NH2:23])=[O:22])=[C:19]([F:26])[CH:18]=3)[C:10]2=S)=[CH:5][C:4]=1[C:28]([F:31])([F:30])[F:29])#[N:2].[OH:32]O>C(O)C>[C:1]([C:3]1[CH:8]=[CH:7][C:6]([N:9]2[C:13](=[O:14])[C:12]([CH3:16])([CH3:15])[N:11]([C:17]3[CH:25]=[CH:24][C:20]([C:21]([NH2:23])=[O:22])=[C:19]([F:26])[CH:18]=3)[C:10]2=[O:32])=[CH:5][C:4]=1[C:28]([F:31])([F:30])[F:29])#[N:2]. Reported procedure: To a solution of 4-(3-(4-cyano-3-(trifluoromethyl)phenyl)-5,5-dimethyl-4-oxo-2-thioxoimidazolidin-1-yl)-2-fluorobenzamide (Compound (MII)) (1.48 g, 3.4 mmol) in ethanol (60 mL) was added 30% aqueous H2O2 (30 mL) at room temperature. The solution was heated to reflux for 1 h. After removal of ethanol, brine (100 mL) was added and the aqueous layer was extracted with ethyl acetate. The organic layer was dried over sodium sulfate and concentrated under reduced pressure to obtain the crude product t... Reactants: COC(CC=O)C (β-methoxybutyraldehyde), C(C)C(=O)CC (diethyl ketone), solution, C[O-].[Na+] (sodium methylate). Run in CO (methanol). Yields the product CC=1C(C(C(CC1)C)C)=O (2,5,6-trimethyl-2-cyclohexen-1-one). Isolated yield 56.0%. As a reaction SMILES: CO[CH:3]([CH3:7])[CH2:4][CH:5]=[O:6].[CH2:8]([C:10]([CH2:12]C)=O)[CH3:9].[CH3:14][O-].[Na+]>CO>[CH3:14][C:4]1[C:5](=[O:6])[CH:8]([CH3:9])[CH:10]([CH3:12])[CH2:7][CH:3]=1 |f:2.3|. Procedure: 102 g of β-methoxybutyraldehyde is dripped in the course of one hour into a mixture of 500 g of diethyl ketone and 10 g of a 30% solution of sodium methylate in methanol which is boiling under reflux. The whole is then heated for another hour under reflux. The reaction mixture is processed as described in Example 2. 77 g of 2,5,6-trimethyl-2-cyclohexen-1-one is obtained, i.e. a 56% yield with reference to β-methoxybutyraldehyde. Reactants: CC=1N=C(SC1)CN1N=C(C2=C(C=CC=C12)[N+](=O)[O-])C=C (4-methyl-2-((4-nitro-3-vinyl-1H-indazol-1-yl)methyl)thiazole). The reagents and catalysts are [OH-].[OH-].[Pd+2] (Pearlman's catalyst). The solvent is C(C)O (ethanol). Conditions: time 14 hour. The product is C(C)C1=NN(C=2C=CC=C(C12)N)CC=1SC=C(N1)C (3-ethyl-1-((4-methylthiazol-2-yl)methyl)-1H-indazol-4-amine). Isolated yield 82.8%. Reaction SMILES: [CH3:1][C:2]1[N:3]=[C:4]([CH2:7][N:8]2[C:16]3[C:11](=[C:12]([N+:17]([O-])=O)[CH:13]=[CH:14][CH:15]=3)[C:10]([CH:20]=[CH2:21])=[N:9]2)[S:5][CH:6]=1>C(O)C.[OH-].[OH-].[Pd+2]>[CH2:20]([C:10]1[C:11]2[C:12]([NH2:17])=[CH:13][CH:14]=[CH:15][C:16]=2[N:8]([CH2:7][C:4]2[S:5][CH:6]=[C:2]([CH3:1])[N:3]=2)[N:9]=1)[CH3:21] |f:2.3.4|. Reported procedure: A solution of 4-methyl-2-((4-nitro-3-vinyl-1H-indazol-1-yl)methyl)thiazole (0.249 g, 0.829 mmol) in hot ethanol (8 mL) was purged with argon and treated with Pearlman's catalyst (124 mg). The mixture was purged with argon, purged with hydrogen gas and allowed to stir at ambient temperature under hydrogen gas for 14 hours. The mixture was filtered through glass fiber filter paper, washed with methanol and concentrated to afford 3-ethyl-1-((4-methylthiazol-2-yl)methyl)-1H-indazol-4-amine (187 mg, ...